Dataset: the Open Reaction Database (ORD), a public repository of structured organic reaction records. Task: describe an organic reaction: reactants, conditions, products, and yield The reactants are CC1=CC2=C(N=CO2)C=C1 (6-Methylbenzoxazole), C1CC(=O)N(C1=O)Br (NBS), C(C1=CC=CC=C1)(=O)OOC(C1=CC=CC=C1)=O (benzoyl peroxide). Solvent: C(Cl)(Cl)(Cl)Cl (CCl4). Product: BrCC1=CC2=C(N=CO2)C=C1 (6-bromomethylbenzoxazole). As a reaction SMILES: [CH3:1][C:2]1[CH:10]=[CH:9][C:5]2[N:6]=[CH:7][O:8][C:4]=2[CH:3]=1.C1C(=O)N([Br:18])C(=O)C1.C(OOC(=O)C1C=CC=CC=1)(=O)C1C=CC=CC=1>C(Cl)(Cl)(Cl)Cl>[Br:18][CH2:1][C:2]1[CH:10]=[CH:9][C:5]2[N:6]=[CH:7][O:8][C:4]=2[CH:3]=1. Procedure: 6-Methylbenzoxazole was reacted with NBS (1 eq) and catalytic amount of benzoyl peroxide in CCl4 at 90° C. for 12 h to obtain 6-bromomethylbenzoxazole which was purified by flash chromatography (EtOAc:Hexane=1:5). Reactants: CCOC(C)=O, CO, Fc1ccc(C=CC=C(c2ccc(OC(F)(F)F)cc2)C2CC2)cc1Oc1ccccc1, Cl, [Mg]. Product: Fc1ccc(CC=CC(c2ccc(OC(F)(F)F)cc2)C2CC2)cc1Oc1ccccc1. Reaction SMILES: [CH3:34][CH2:35][O:36][C:37](=[O:38])[CH3:39].[CH3:41][OH:42].[CH:2]1([C:5](=[CH:6][CH:7]=[CH:8][c:9]2[cH:10][c:11]([O:16][c:17]3[cH:18][cH:19][cH:20][cH:21][cH:22]3)[c:12]([F:15])[cH:13][cH:14]2)[c:23]2[cH:24][cH:25][c:26]([O:29][C:30]([F:31])([F:32])[F:33])[cH:27][cH:28]2)[CH2:3][CH2:4]1.[ClH:40].[Mg:1]>>[CH:2]1([CH:5]([CH:6]=[CH:7][CH2:8][c:9]2[cH:10][c:11]([O:16][c:17]3[cH:18][cH:19][cH:20][cH:21][cH:22]3)[c:12]([F:15])[cH:13][cH:14]2)[c:23]2[cH:24][cH:25][c:26]([O:29][C:30]([F:31])([F:32])[F:33])[cH:27][cH:28]2)[CH2:3][CH2:4]1. The reactants are FC1=CC=C(C=C1)CC(CC(=O)OCC)C#N (ethyl 4-(4-fluorophenyl)-3-cyanobutyrate). Reagents/catalysts: [Ni] (Raney's nickel). Yields the product FC1=CC=C(CC2CC(NC2)=O)C=C1 (4-(4-fluorobenzyl)-2-pyrrolidinone). Reaction SMILES: [F:1][C:2]1[CH:7]=[CH:6][C:5]([CH2:8][CH:9]([C:16]#[N:17])[CH2:10][C:11](OCC)=[O:12])=[CH:4][CH:3]=1>[Ni]>[F:1][C:2]1[CH:7]=[CH:6][C:5]([CH2:8][CH:9]2[CH2:16][NH:17][C:11](=[O:12])[CH2:10]2)=[CH:4][CH:3]=1. Procedure details: In the same manner as Example 1-(d), 10 g of ethyl 4-(4-fluorophenyl)-3-cyanobutyrate was catalytically reduced with the acid of Raney's nickel to obtain 4-(4-fluorobenzyl)-2-pyrrolidinone. Starting materials: CC1=Cc2cc(Br)ccc2OC1(C)C, CN(C)C=O, Cc1ccccc1, O=C([O-])C(F)(F)F, [I-], [K+]. Yields the product CC1=Cc2cc(C(F)(F)F)ccc2OC1(C)C. As a reaction SMILES: [Br:1][c:2]1[cH:3][cH:4][c:5]2[c:6]([cH:14]1)[CH:7]=[C:8]([CH3:13])[C:9]([CH3:11])([CH3:12])[O:10]2.[CH3:24][N:25]([CH3:26])[CH:27]=[O:28].[CH3:29][c:30]1[cH:31][cH:32][cH:33][cH:34][cH:35]1.[F:15][C:16]([C:17]([O-:18])=[O:19])([F:20])[F:21].[I-:23].[K+:22]>>[c:2]1([C:16]([F:15])([F:20])[F:21])[cH:3][cH:4][c:5]2[c:6]([cH:14]1)[CH:7]=[C:8]([CH3:13])[C:9]([CH3:11])([CH3:12])[O:10]2. Starting materials: Cc1cc(-c2ccnc(C#N)c2)n[nH]1, O=C1CCC(=O)N1Cl. The product is Cc1[nH]nc(-c2ccnc(C#N)c2)c1Cl. As a reaction SMILES: [CH3:1][c:2]1[cH:3][c:4](-[c:7]2[cH:8][c:9]([C:13]#[N:14])[n:10][cH:11][cH:12]2)[n:5][nH:6]1.[Cl:15][N:16]1[C:17](=[O:18])[CH2:19][CH2:20][C:21]1=[O:22]>>[CH3:1][c:2]1[c:3]([Cl:15])[c:4](-[c:7]2[cH:8][c:9]([C:13]#[N:14])[n:10][cH:11][cH:12]2)[n:5][nH:6]1. Reactants: [Br-], O=C([O-])[O-], CC(C)O, ClCCCCCl, [K+], [Na+], [Na+], O, c1cnc(N2CCNCC2)nc1. The product is [Br-], c1cnc(N2CC[N+]3(CCCC3)CC2)nc1. RXN SMILES: [Br-:27].[C:20](=[O:21])([O-:22])[O-:23].[CH:28]([OH:29])([CH3:30])[CH3:31].[Cl:13][CH2:14][CH2:15][CH2:16][CH2:17][Cl:18].[K+:26].[Na+:24].[Na+:25].[OH2:19].[n:1]1[c:2]([N:7]2[CH2:8][CH2:9][NH:10][CH2:11][CH2:12]2)[n:3][cH:4][cH:5][cH:6]1>>[Br-:27].[n:1]1[c:2]([N:7]2[CH2:8][CH2:9][N+:10]3([CH2:11][CH2:12]2)[CH2:14][CH2:15][CH2:16][CH2:17]3)[n:3][cH:4][cH:5][cH:6]1.